The task is: describe an organic reaction: reactants, conditions, products, and yield. This data is from the Open Reaction Database (ORD), a public repository of structured organic reaction records. Starting materials: Cc1ccc(Br)c(F)c1, [K+], O=[Mn](=O)(=O)[O-], O. The product is O=C(O)c1ccc(Br)c(F)c1. RXN SMILES: [Br:1][c:2]1[c:3]([F:9])[cH:4][c:5]([CH3:8])[cH:6][cH:7]1.[K+:15].[Mn:10](=[O:11])([O-:12])(=[O:13])=[O:14].[OH2:16]>>[Br:1][c:2]1[c:3]([F:9])[cH:4][c:5]([C:8]([OH:11])=[O:16])[cH:6][cH:7]1. Starting materials: C(C1=CC=CC=C1)OC1=CC=C(C=C1)C1=C(N=NC(=C1)OCCCN1CCCCC1)CCCC (4-(4-Benzyloxy-phenyl)-3-butyl-6-(3-piperidin-1-yl-propoxy)-pyridazine), Cl (HCl). Run in O1CCOCC1 (dioxane). Yields the product Cl.Cl.C(C1=CC=CC=C1)OC1=CC=C(C=C1)C1=C(N=NC(=C1)OCCCN1CCCCC1)CCCC (4-(4-Benzyloxy-phenyl)-3-butyl-6-(3-piperidin-1-yl-propoxy)-pyridazine dihydrochloride). Reaction SMILES: [CH2:1]([O:8][C:9]1[CH:14]=[CH:13][C:12]([C:15]2[CH:20]=[C:19]([O:21][CH2:22][CH2:23][CH2:24][N:25]3[CH2:30][CH2:29][CH2:28][CH2:27][CH2:26]3)[N:18]=[N:17][C:16]=2[CH2:31][CH2:32][CH2:33][CH3:34])=[CH:11][CH:10]=1)[C:2]1[CH:7]=[CH:6][CH:5]=[CH:4][CH:3]=1.[ClH:35]>O1CCOCC1>[ClH:35].[ClH:35].[CH2:1]([O:8][C:9]1[CH:14]=[CH:13][C:12]([C:15]2[CH:20]=[C:19]([O:21][CH2:22][CH2:23][CH2:24][N:25]3[CH2:30][CH2:29][CH2:28][CH2:27][CH2:26]3)[N:18]=[N:17][C:16]=2[CH2:31][CH2:32][CH2:33][CH3:34])=[CH:11][CH:10]=1)[C:2]1[CH:3]=[CH:4][CH:5]=[CH:6][CH:7]=1 |f:3.4.5|. Reported procedure: 4-(4-Benzyloxy-phenyl)-3-butyl-6-(3-piperidin-1-yl-propoxy)-pyridazine was dissolved in 4.0 M HCl in dioxane and evaporated the solvent. The resultant salt was washed with ether and dried to provide the title compound (20 mg). LCMS: m/z 461 [M+1]. 1H NMR (400 MHz, CD3OD) 7.35 (2H, d), 7.21-7.25 (5H, m), 7.03 (2H, d), 6.91 (1H, s), 5.06 (2H, s), 4.48 (2H, t), 3.48 (2H, d), 2.80-2.91 (4H, m), 2.23 (2H, s), 1.73-1.1.87 (6H, m), 1.36-1.41 (3H, m), 1.09-1.14 (3H, m), 0.68 (3H, t). The reactants are [BH4-], CCCCOc1ccc(C=C[N+](=O)[O-])cc1, CC(=O)O, CS(C)=O, [Na+]. Yields the product CCCCOc1ccc(CC[N+](=O)[O-])cc1. As a reaction SMILES: [BH4-:21].[CH2:5]([CH2:6][CH2:7][CH3:8])[O:9][c:10]1[cH:11][cH:12][c:13]([CH:16]=[CH:17][N+:18](=[O:19])[O-:20])[cH:14][cH:15]1.[CH3:1][C:2](=[O:3])[OH:4].[CH3:23][S:24](=[O:25])[CH3:26].[Na+:22]>>[CH2:5]([CH2:6][CH2:7][CH3:8])[O:9][c:10]1[cH:11][cH:12][c:13]([CH2:16][CH2:17][N+:18](=[O:19])[O-:20])[cH:14][cH:15]1. The reactants are CC=1C(=C2C=CNC2=CC1)CN ((5-methyl-1H-indol-4-yl)methanamine), ClC1=NC=CC(=N1)NC1=CC(=NN1)C1CC1 (2-Chloro-N-(3-cyclopropyl-1H-pyrazol-5-yl)pyrimidin-4-amine), CCN(C(C)C)C(C)C (DIPEA). Conditions: temperature 120 celsius. Yields the product C1(CC1)C1=CC(=NN1)NC1=NC(=NC=C1)NCC1=C2C=CNC2=CC=C1C (N4-(5-Cyclopropyl-1H-pyrazol-3-yl)-N2-((5-methyl-1H-indol-4-yl)methyl)pyrimidine-2,4-diamine). RXN SMILES: [CH3:1][C:2]1[C:3]([CH2:11][NH2:12])=[C:4]2[C:8](=[CH:9][CH:10]=1)[NH:7][CH:6]=[CH:5]2.Cl[C:14]1[N:19]=[C:18]([NH:20][C:21]2[NH:25][N:24]=[C:23]([CH:26]3[CH2:28][CH2:27]3)[CH:22]=2)[CH:17]=[CH:16][N:15]=1.CCN(C(C)C)C(C)C>>[CH:26]1([C:23]2[NH:24][N:25]=[C:21]([NH:20][C:18]3[CH:17]=[CH:16][N:15]=[C:14]([NH:12][CH2:11][C:3]4[C:2]([CH3:1])=[CH:10][CH:9]=[C:8]5[C:4]=4[CH:5]=[CH:6][NH:7]5)[N:19]=3)[CH:22]=2)[CH2:28][CH2:27]1. Procedure details: A mixture of 304 (53 mg, 0.331 mmol) 53 (94 mg, 0.397 mmol), and DIPEA (128 mg, 0.993 mmol) in WA (2 mL) under nitrogen atmosphere was heated in a sealed tube at 120° C. for 18 h. The crude was purified by preparative HPLC to afford 38 mg (32%) of I-122. Starting materials: C=S, C1COCCO1, Nc1cc([N+](=O)[O-])ccc1Cl. Yields the product O=[N+]([O-])c1ccc(Cl)c(N=C=S)c1. As a reaction SMILES: [CH2:12]=[S:13].[CH2:14]1[O:15][CH2:16][CH2:17][O:18][CH2:19]1.[Cl:1][c:2]1[c:3]([NH2:11])[cH:4][c:5]([N+:8](=[O:9])[O-:10])[cH:6][cH:7]1>>[Cl:1][c:2]1[c:3]([N:11]=[C:12]=[S:13])[cH:4][c:5]([N+:8](=[O:9])[O-:10])[cH:6][cH:7]1.